From a dataset of the Open Reaction Database (ORD), a public repository of structured organic reaction records. describe an organic reaction: reactants, conditions, products, and yield Reactants: CCOCC(O)C(=O)Nc1ccc(C#N)cn1, C1CCOC1, Clc1ccccc1-n1nnc2c(Cl)ncnc21, [H-], [Na+], O=C(O)CC(O)(CC(=O)O)C(=O)O. The product is CCOCC(Oc1ncnc2c1nnn2-c1ccccc1Cl)C(=O)Nc1ccc(C#N)cn1. Reaction SMILES: [C:3](#[N:4])[c:5]1[cH:6][cH:7][c:8]([NH:11][C:12]([CH:13]([CH2:14][O:15][CH2:16][CH3:17])[OH:18])=[O:19])[n:9][cH:10]1.[CH2:50]1[O:51][CH2:52][CH2:53][CH2:54]1.[Cl:20][c:21]1[c:22]2[c:23]([n:24][cH:25][n:26]1)[n:27](-[c:30]1[c:31]([Cl:36])[cH:32][cH:33][cH:34][cH:35]1)[n:28][n:29]2.[H-:1].[Na+:2].[OH:37][C:38]([CH2:39][C:40]([C:41](=[O:42])[OH:43])([CH2:44][C:45](=[O:46])[OH:47])[OH:48])=[O:49]>>[C:3](#[N:4])[c:5]1[cH:6][cH:7][c:8]([NH:11][C:12]([CH:13]([CH2:14][O:15][CH2:16][CH3:17])[O:18][c:21]2[c:22]3[c:23]([n:24][cH:25][n:26]2)[n:27](-[c:30]2[c:31]([Cl:36])[cH:32][cH:33][cH:34][cH:35]2)[n:28][n:29]3)=[O:19])[n:9][cH:10]1. Reactants: C(N)(=O)C=1C=CC(=C2C=3C=CC(=CC3NC12)C(=O)OCC)C1=C(C=CC=C1)F (ethyl 8-carbamoyl-5-(2-fluorophenyl)-9H-carbazole-2-carboxylate), O.[OH-].[Li+] (lithium hydroxide monohydrate). Run in C1CCOC1.C(C)O.O (THF ethanol water). The product is C(N)(=O)C=1C=CC(=C2C=3C=CC(=CC3NC12)C(=O)O)C1=C(C=CC=C1)F (8-carbamoyl-5-(2-fluorophenyl)-9H-carbazole-2-carboxylic acid). The yield is 70.2%. RXN SMILES: [C:1]([C:4]1[CH:5]=[CH:6][C:7]([C:22]2[CH:27]=[CH:26][CH:25]=[CH:24][C:23]=2[F:28])=[C:8]2[C:16]=1[NH:15][C:14]1[CH:13]=[C:12]([C:17]([O:19]CC)=[O:18])[CH:11]=[CH:10][C:9]2=1)(=[O:3])[NH2:2].O.[OH-].[Li+]>C1COCC1.C(O)C.O>[C:1]([C:4]1[CH:5]=[CH:6][C:7]([C:22]2[CH:27]=[CH:26][CH:25]=[CH:24][C:23]=2[F:28])=[C:8]2[C:16]=1[NH:15][C:14]1[CH:13]=[C:12]([C:17]([OH:19])=[O:18])[CH:11]=[CH:10][C:9]2=1)(=[O:3])[NH2:2] |f:1.2.3,4.5.6|. Procedure details: A suspension of ethyl 8-carbamoyl-5-(2-fluorophenyl)-9H-carbazole-2-carboxylate (Example 3-12, 0.8 g, 2.126 mmol) and lithium hydroxide monohydrate (0.255 g, 6.38 mmol) in THF-ethanol-water (3:1:1) (25.0 mL) was heated at reflux for 4 h. The mixture was concentrated and the residue was suspended in water. The pH was adjusted to 1-2 by addition of 1 M hydrochloric acid. The precipitate was collected by filtration, washed with water and dried to provide 8-carbamoyl-5-(2-fluorophenyl)-9H-carbazole-... The reactants are Cl.N[C@H]1CC[C@H](CC1)NC(=O)C1=C(NC2=C1N=CN=C2C2=C(C=C(C(=C2)C)F)OCC2CC2)C (N-(cis-4-aminocyclohexyl)-4-[2-(cyclopropylmethoxy)-4-fluoro-5-methylphenyl]-6-methyl-5H-pyrrolo[3,2-d]pyrimidine-7-carboxamide hydrochloride), C(C)(=O)Cl (acetyl chloride). The product is C(C)(=O)N[C@H]1CC[C@H](CC1)NC(=O)C1=C(NC2=C1N=CN=C2C2=C(C=C(C(=C2)C)F)OCC2CC2)C (N-[cis-4-(Acetylamino)cyclohexyl]-4-[2-(cyclopropylmethoxy)-4-fluoro-5-methylphenyl]-6-methyl-5H-pyrrolo[3,2-d]pyrimidine-7-carboxamide). Reaction SMILES: Cl.[NH2:2][C@@H:3]1[CH2:8][CH2:7][C@H:6]([NH:9][C:10]([C:12]2[C:16]3[N:17]=[CH:18][N:19]=[C:20]([C:21]4[CH:26]=[C:25]([CH3:27])[C:24]([F:28])=[CH:23][C:22]=4[O:29][CH2:30][CH:31]4[CH2:33][CH2:32]4)[C:15]=3[NH:14][C:13]=2[CH3:34])=[O:11])[CH2:5][CH2:4]1.[C:35](Cl)(=[O:37])[CH3:36]>>[C:35]([NH:2][C@@H:3]1[CH2:8][CH2:7][C@H:6]([NH:9][C:10]([C:12]2[C:16]3[N:17]=[CH:18][N:19]=[C:20]([C:21]4[CH:26]=[C:25]([CH3:27])[C:24]([F:28])=[CH:23][C:22]=4[O:29][CH2:30][CH:31]4[CH2:32][CH2:33]4)[C:15]=3[NH:14][C:13]=2[CH3:34])=[O:11])[CH2:5][CH2:4]1)(=[O:37])[CH3:36] |f:0.1|. Reported procedure: Starting from N-(cis-4-aminocyclohexyl)-4-[2-(cyclopropylmethoxy)-4-fluoro-5-methylphenyl]-6-methyl-5H-pyrrolo[3,2-d]pyrimidine-7-carboxamide hydrochloride (example D.f42) and commercially available acetyl chloride the title compound is obtained as colorless solid. The reactants are COC(=O)c1cc(COCC(CO)(Cc2ccccc2)NC(=O)OC(C)(C)C)cc(-c2ccccc2C#N)c1, [Li+], [OH-], O. Yields the product CC(C)(C)OC(=O)NC(CO)(COCc1cc(C(=O)O)cc(-c2ccccc2C#N)c1)Cc1ccccc1. As a reaction SMILES: [CH2:1]([c:2]1[cH:3][cH:4][cH:5][cH:6][cH:7]1)[C:8]([CH2:9][O:10][CH2:11][c:12]1[cH:13][c:14]([C:26](=[O:27])[O:28][CH3:29])[cH:15][c:16](-[c:18]2[c:19]([C:24]#[N:25])[cH:20][cH:21][cH:22][cH:23]2)[cH:17]1)([CH2:30][OH:31])[NH:32][C:33](=[O:34])[O:35][C:36]([CH3:37])([CH3:38])[CH3:39].[Li+:41].[OH-:40].[OH2:42]>>[CH2:1]([c:2]1[cH:3][cH:4][cH:5][cH:6][cH:7]1)[C:8]([CH2:9][O:10][CH2:11][c:12]1[cH:13][c:14]([C:26](=[O:27])[OH:28])[cH:15][c:16](-[c:18]2[c:19]([C:24]#[N:25])[cH:20][cH:21][cH:22][cH:23]2)[cH:17]1)([CH2:30][OH:31])[NH:32][C:33](=[O:34])[O:35][C:36]([CH3:37])([CH3:38])[CH3:39]. The product is NS(=O)(=O)c1ccccc1OC(F)F. RXN SMILES: [CH2:17]([Cl:18])[Cl:19].[F:3][CH:4]([O:5][c:6]1[c:7]([S:12](=[O:13])(=[O:14])[Cl:15])[cH:8][cH:9][cH:10][cH:11]1)[F:16].[NH3:2].[OH2:1]>>[NH2:2][S:12]([c:7]1[c:6]([O:5][CH:4]([F:3])[F:16])[cH:11][cH:10][cH:9][cH:8]1)(=[O:13])=[O:14]. The reactants are ClCCl, O=S(=O)(Cl)c1ccccc1OC(F)F, N, O. Reactants: C(C)[SiH](CC)CC (triethylsilane), CC(CNC(OC(C)(C)C)=O)(CC)C1=CC(=CC=C1)C1=C2C(=NC=C1)N(N=C2C(F)(F)F)C(C2=CC=CC=C2)(C2=CC=CC=C2)C2=CC=CC=C2 (tert-butyl 2-methyl-2-(3-(3-(trifluoromethyl)-1-trityl-1H-pyrazolo[3,4-b]pyridin-4-yl)phenyl)butylcarbamate), C(=O)(C(F)(F)F)O (TFA). As a reaction SMILES: [CH3:1][C:2]([C:14]1[CH:19]=[CH:18][CH:17]=[C:16]([C:20]2[CH:25]=[CH:24][N:23]=[C:22]3[N:26](C(C4C=CC=CC=4)(C4C=CC=CC=4)C4C=CC=CC=4)[N:27]=[C:28]([C:29]([F:32])([F:31])[F:30])[C:21]=23)[CH:15]=1)([CH2:12][CH3:13])[CH2:3][NH:4]C(=O)OC(C)(C)C.C([SiH](CC)CC)C.C(O)(C(F)(F)F)=O>C(Cl)Cl>[CH3:1][C:2]([C:14]1[CH:19]=[CH:18][CH:17]=[C:16]([C:20]2[CH:25]=[CH:24][N:23]=[C:22]3[NH:26][N:27]=[C:28]([C:29]([F:31])([F:32])[F:30])[C:21]=23)[CH:15]=1)([CH2:12][CH3:13])[CH2:3][NH2:4]. Reported procedure: tert-butyl 2-methyl-2-(3-(3-(trifluoromethyl)-1-trityl-1H-pyrazolo[3,4-b]pyridin-4-yl)phenyl)butylcarbamate (148 mg, 0.2142 mmol) was dissolved in dry DCM (2 mL) and cooled in an ice-bath. triethylsilane (99.63 mg, 136.9 μL, 0.8568 mmol) was added followed slowly dropwise by TFA (2 mL,). The resulting mixture was stirred at 0° C. for ˜1 hour 50 minutes. The reaction mixture was concentrated under reduced pressure to give a light brown solid/gum. This material was partitioned with ether and brine... Yields the product CC(CN)(CC)C1=CC(=CC=C1)C1=C2C(=NC=C1)NN=C2C(F)(F)F (2-methyl-2-(3-(3-(trifluoromethyl)-1H-pyrazolo[3,4-b]pyridin-4-yl)phenyl)butan-1-amine). Conditions: temperature 0 celsius, time 50 minute. Yield: 75.7%. The solvent is C(Cl)Cl (DCM).